From a dataset of the Open Reaction Database (ORD), a public repository of structured organic reaction records. describe an organic reaction: reactants, conditions, products, and yield Reactants: BrCc1ccccc1, NC(=S)Nc1ccc2c(c1)C(=O)Nc1ccccc1N2, CN(C)C=O. Product: N=C(Nc1ccc2c(c1)C(=O)Nc1ccccc1N2)SCc1ccccc1. As a reaction SMILES: [Br:21][CH2:22][c:23]1[cH:24][cH:25][cH:26][cH:27][cH:28]1.[O:1]=[C:2]1[c:3]2[c:4]([cH:13][cH:14][c:15]([NH:17][C:18](=[S:19])[NH2:20])[cH:16]2)[NH:5][c:6]2[c:7]([cH:9][cH:10][cH:11][cH:12]2)[NH:8]1.[O:29]=[CH:30][N:31]([CH3:32])[CH3:33]>>[O:1]=[C:2]1[c:3]2[c:4]([cH:13][cH:14][c:15]([NH:17][C:18]([S:19][CH2:22][c:23]3[cH:24][cH:25][cH:26][cH:27][cH:28]3)=[NH:20])[cH:16]2)[NH:5][c:6]2[c:7]([cH:9][cH:10][cH:11][cH:12]2)[NH:8]1. Reactants: CSC=1S\C(\C(N1)=O)=C/C=1C=C2C=CC=NC2=CC1 (2-methylsulfanyl-5-[1-quinolin-6-yl-meth-(Z)-ylidene]-thiazol-4-one), O[C@H]1[C@@H](CCCC1)N ((1R,2R)-2-hydroxy-cyclohexylamine), CCN(C(C)C)C(C)C (DIEA). Yields the product O[C@H]1[C@@H](CCCC1)NC=1S\C(\C(N1)=O)=C/C=1C=C2C=CC=NC2=CC1 (2-((1R,2R)-2-hydroxy-cyclohexylamino)-5-[1-quinolin-6-yl-meth-(Z)-ylidene]-thiazol-4-one). Reaction SMILES: CS[C:3]1[S:4]/[C:5](=[CH:9]\[C:10]2[CH:11]=[C:12]3[C:17](=[CH:18][CH:19]=2)[N:16]=[CH:15][CH:14]=[CH:13]3)/[C:6](=[O:8])[N:7]=1.[OH:20][C@@H:21]1[CH2:26][CH2:25][CH2:24][CH2:23][C@H:22]1[NH2:27].CCN(C(C)C)C(C)C>>[OH:20][C@@H:21]1[CH2:26][CH2:25][CH2:24][CH2:23][C@H:22]1[NH:27][C:3]1[S:4]/[C:5](=[CH:9]\[C:10]2[CH:11]=[C:12]3[C:17](=[CH:18][CH:19]=2)[N:16]=[CH:15][CH:14]=[CH:13]3)/[C:6](=[O:8])[N:7]=1. Procedure: Similar procedure as described in example 1b was used, starting from 2-methylsulfanyl-5-[1-quinolin-6-yl-meth-(Z)-ylidene]-thiazol-4-one, (1R,2R)-2-hydroxy-cyclohexylamine and DIEA to give 2-((1R,2R)-2-hydroxy-cyclohexylamino)-5-[1-quinolin-6-yl-meth-(Z)-ylidene]-thiazol-4-one. LC-MS m/e 354 (MH+). Starting materials: CCO, c1ccc(Oc2cccnc2)cc1, O=[N+]([O-])O. Product: O=[N+]([O-])O, c1ccc(Oc2cccnc2)cc1. As a reaction SMILES: [CH3:18][CH2:19][OH:20].[O:1]([c:2]1[cH:3][cH:4][cH:5][cH:6][cH:7]1)[c:8]1[cH:9][n:10][cH:11][cH:12][cH:13]1.[OH:14][N+:15]([O-:16])=[O:17]>>[O:14]=[N+:15]([OH:16])[O-:17].[O:1]([c:2]1[cH:3][cH:4][cH:5][cH:6][cH:7]1)[c:8]1[cH:9][n:10][cH:11][cH:12][cH:13]1. Starting materials: O=C([O-])CC(=O)OCc1ccc([N+](=O)[O-])cc1, CC(C)(OC(=O)OCc1ccc([N+](=O)[O-])cc1)C1C(=O)NC1CC(=O)O, CC(C)OC(C)C, ClC(Cl)Cl, [Mg], C1CCOC1. Product: CC(C)(OC(=O)OCc1ccc([N+](=O)[O-])cc1)C1C(=O)NC1CC(=O)CC(=O)OCc1ccc([N+](=O)[O-])cc1. As a reaction SMILES: [C:28]([CH2:29][C:30](=[O:31])[O-:32])(=[O:33])[O:34][CH2:35][c:36]1[cH:37][cH:38][c:39]([N+:42](=[O:43])[O-:44])[cH:40][cH:41]1.[CH3:1][C:2]([CH3:3])([O:4][C:5](=[O:6])[O:7][CH2:8][c:9]1[cH:10][cH:11][c:12]([N+:15](=[O:16])[O-:17])[cH:13][cH:14]1)[CH:18]1[CH:19]([CH2:23][C:24]([OH:25])=[O:26])[NH:20][C:21]1=[O:22].[CH:45]([O:46][CH:47]([CH3:48])[CH3:49])([CH3:50])[CH3:51].[CH:57]([Cl:58])([Cl:59])[Cl:60].[Mg:27].[O:52]1[CH2:53][CH2:54][CH2:55][CH2:56]1>>[CH3:1][C:2]([CH3:3])([O:4][C:5](=[O:6])[O:7][CH2:8][c:9]1[cH:10][cH:11][c:12]([N+:15](=[O:16])[O-:17])[cH:13][cH:14]1)[CH:18]1[CH:19]([CH2:23][C:30]([CH2:29][C:28](=[O:33])[O:34][CH2:35][c:36]2[cH:37][cH:38][c:39]([N+:42](=[O:43])[O-:44])[cH:40][cH:41]2)=[O:31])[NH:20][C:21]1=[O:22]. Starting materials: CN1N=NN=C1 (1-methyl-1H-tetrazole), CON(C(C1=CC(=CC=C1)SC)=O)C (N-methoxy-N-methyl-3-(methylsulfanyl)benzamide), Cl (HCl), C(C)(C)[Mg]Cl (isopropylmagnesium chloride). Solvent: C1CCOC1 (THF), C1CCOC1 (THF). Reaction conditions: temperature 0 celsius, time 15 minute. Product: CSC=1C=C(C=CC1)C(=O)C1=NN=NN1C ([3-(methylsulfanyl)phenyl](1-methyl-1H-tetrazol-5-yl)methanone), logP(HCOOH). Yield: 43.0%. RXN SMILES: [CH3:1][N:2]1[CH:6]=[N:5][N:4]=[N:3]1.C([Mg]Cl)(C)C.CON(C)[C:15](=[O:24])[C:16]1[CH:21]=[CH:20][CH:19]=[C:18]([S:22][CH3:23])[CH:17]=1.Cl>C1COCC1>[CH3:23][S:22][C:18]1[CH:17]=[C:16]([C:15]([C:6]2[N:2]([CH3:1])[N:3]=[N:4][N:5]=2)=[O:24])[CH:21]=[CH:20][CH:19]=1. Procedure details: To a stirred solution of 1-methyl-1H-tetrazole (4.20 g, 50 mmol) in anhydrous THF (200 mL), cooled to 0° C. with a brine/ice bath, was added dropwise a solution of isopropylmagnesium chloride (2 M in THF, 30 mL, 60.2 mmol). After the addition was over, the resulting cloudy suspension was stirred for 15 min at 0° C. A solution of N-methoxy-N-methyl-3-(methylsulfanyl)benzamide (10.2 g, 39 mmol) in THF (80 mL) was then added dropwise while keeping the internal temperature below 5° C. The reaction m... The reactants are C[O-], CS(C)=O, CC(=O)C1CC1, COC(=O)C1CC1, [Na+]. Yields the product O=C(CC(=O)C1CC1)C1CC1. As a reaction SMILES: [CH3:14][O-:15].[CH3:17][S:18]([CH3:19])=[O:20].[CH3:1][C:2](=[O:3])[CH:4]1[CH2:5][CH2:6]1.[CH:7]1([C:10](=[O:11])[O:12][CH3:13])[CH2:8][CH2:9]1.[Na+:16]>>[CH2:1]([C:2](=[O:3])[CH:4]1[CH2:5][CH2:6]1)[C:10]([CH:7]1[CH2:8][CH2:9]1)=[O:11].